From a dataset of the Open Reaction Database (ORD), a public repository of structured organic reaction records. describe an organic reaction: reactants, conditions, products, and yield Yield: 31.6%. Reported procedure: 5-(2-cyanophenyl)indole (1.26 mmoles, 630 mg) was dissolved in THF (20 ml) and treated with ethylmagnesium bromide (1.26 mmoles, 0.630ml) and ethyl iodide (3.45 mmoles, 0.54 g) as in Example 24 to yield 98 mg of 5-(2-cyanophenyl)-3-ethylindole. (MS) Reactants: C(C)[Mg]Br (ethylmagnesium bromide), C(C)I (ethyl iodide), C(#N)C1=C(C=CC=C1)C=1C=C2C=CNC2=CC1 (5-(2-cyanophenyl)indole). The solvent is C1CCOC1 (THF). As a reaction SMILES: [C:1]([C:3]1[CH:8]=[CH:7][CH:6]=[CH:5][C:4]=1[C:9]1[CH:10]=[C:11]2[C:15](=[CH:16][CH:17]=1)[NH:14][CH:13]=[CH:12]2)#[N:2].[CH2:18]([Mg]Br)[CH3:19].C(I)C>C1COCC1>[C:1]([C:3]1[CH:8]=[CH:7][CH:6]=[CH:5][C:4]=1[C:9]1[CH:10]=[C:11]2[C:15](=[CH:16][CH:17]=1)[NH:14][CH:13]=[C:12]2[CH2:18][CH3:19])#[N:2]. Yields the product C(#N)C1=C(C=CC=C1)C=1C=C2C(=CNC2=CC1)CC (5-(2-cyanophenyl)-3-ethylindole). As a reaction SMILES: [CH3:1][c:2]1[cH:3][cH:4][cH:5][c:6]2[cH:7][c:8]([CH2:19][OH:20])[c:9](-[c:12]3[c:13]([CH3:18])[cH:14][cH:15][cH:16][cH:17]3)[n:10][c:11]12.[Cl:25][CH:26]([Cl:27])[Cl:28].[S:21]([Cl:22])([Cl:23])=[O:24]>>[CH3:1][c:2]1[cH:3][cH:4][cH:5][c:6]2[cH:7][c:8]([CH2:19][Cl:23])[c:9](-[c:12]3[c:13]([CH3:18])[cH:14][cH:15][cH:16][cH:17]3)[n:10][c:11]12. Yields the product Cc1ccccc1-c1nc2c(C)cccc2cc1CCl. Reactants: Cc1ccccc1-c1nc2c(C)cccc2cc1CO, ClC(Cl)Cl, O=S(Cl)Cl. Starting materials: C(C1=CC=CC=C1)C1=C(N=C(S1)C1=C(C=CC(=C1)F)F)[C@@H](C(C)(C)C)N(C([C@H](C)O)=O)C[C@@H]1CN(C[C@@H]1F)C(=O)OCC1=CC=CC=C1 ((3R,4R)-benzyl 3-(((S)-N-((R)-1-(5-benzyl-2-(2,5-difluorophenyl)thiazol-4-yl)-2,2-dimethylpropyl)-2-hydroxypropanamido)methyl)-4-fluoropyrrolidine-1-carboxylate), O (water). Reagents/catalysts: [Pd] (Pd/C). The solvent is C(C)O (ethanol), C(C)#N (acetonitrile). Run at time 30 minute. Product: C(C1=CC=CC=C1)C1=C(N=C(S1)C1=C(C=CC(=C1)F)F)[C@@H](C(C)(C)C)N(C([C@H](C)O)=O)C[C@@H]1CNC[C@@H]1F ((S)-N-((R)-1-(5-benzyl-2-(2,5-difluorophenyl)thiazol-4-yl)-2,2-dimethylpropyl)-N-(((3S,4R)-4-fluoropyrrolidin-3-yl)methyl)-2-hydroxypropanamide), amine. The yield is 75.0%. Reaction SMILES: [CH2:1]([C:8]1[S:12][C:11]([C:13]2[CH:18]=[C:17]([F:19])[CH:16]=[CH:15][C:14]=2[F:20])=[N:10][C:9]=1[C@H:21]([N:26]([CH2:32][C@H:33]1[C@@H:37]([F:38])[CH2:36][N:35](C(OCC2C=CC=CC=2)=O)[CH2:34]1)[C:27](=[O:31])[C@@H:28]([OH:30])[CH3:29])[C:22]([CH3:25])([CH3:24])[CH3:23])[C:2]1[CH:7]=[CH:6][CH:5]=[CH:4][CH:3]=1.O>C(O)C.C(#N)C.[Pd]>[CH2:1]([C:8]1[S:12][C:11]([C:13]2[CH:18]=[C:17]([F:19])[CH:16]=[CH:15][C:14]=2[F:20])=[N:10][C:9]=1[C@H:21]([N:26]([CH2:32][C@H:33]1[C@@H:37]([F:38])[CH2:36][NH:35][CH2:34]1)[C:27](=[O:31])[C@@H:28]([OH:30])[CH3:29])[C:22]([CH3:25])([CH3:23])[CH3:24])[C:2]1[CH:7]=[CH:6][CH:5]=[CH:4][CH:3]=1. Procedure: To a solution of (3R,4R)-benzyl 3-(((S)-N-((R)-1-(5-benzyl-2-(2,5-difluorophenyl)thiazol-4-yl)-2,2-dimethylpropyl)-2-hydroxypropanamido)methyl)-4-fluoropyrrolidine-1-carboxylate (108 mg, 0.159 mmol) in degassed ethanol (3 mL, 0.05 M solution) was added Pd/C (17.2 mg) under anhydrous N2 atmosphere. After flushed with hydrogen gas, the reaction mixture equipped with a hydrogen gas balloon was stirred at room temperature for 30 min. The reaction mixture was filtered through Celite® pad that was was... The product is C(C)(=O)OC=CC1=CC2=CC=CC=C2C=C1 (2-(2-naphthyl)vinyl acetate). The reactants are O(S(=O)(=O)C(F)(F)F)C1=CC2=CC=CC=C2C=C1 (2-naphthyl triflate), C1(=CC=CC=C1)P(C1=CC=CC=C1)C1=CC=CC=C1 (triphenylphosphine), C(C)(=O)OC=C (vinyl acetate). The reagents and catalysts are C(C)(=O)[O-].[Pd+2].C(C)(=O)[O-] (palladium acetate). RXN SMILES: O([C:9]1[CH:18]=[CH:17][C:16]2[C:11](=[CH:12][CH:13]=[CH:14][CH:15]=2)[CH:10]=1)S(C(F)(F)F)(=O)=O.C1(P(C2C=CC=CC=2)C2C=CC=CC=2)C=CC=CC=1.[C:38]([O:41][CH:42]=[CH2:43])(=[O:40])[CH3:39]>CN(C=O)C.C([O-])(=O)C.[Pd+2].C([O-])(=O)C>[C:38]([O:41][CH:42]=[CH:43][C:9]1[CH:18]=[CH:17][C:16]2[C:11](=[CH:12][CH:13]=[CH:14][CH:15]=2)[CH:10]=1)(=[O:40])[CH3:39] |f:4.5.6|. The yield is 50.6%. Run in CN(C)C=O (DMF). Reported procedure: To a solution of 2-naphthyl triflate (90 g, 326 mmol) in DMF (240 ml), add triphenylphosphine (9.6 g, 36.6 mmol), vinyl acetate (149 g, 1862 mmol) and palladium acetate (3.8 g, 17 mmol). Reflux the reaction mixture for 1 h, then quench by addition of sat'd NaHCO3 solution. Extract the mixture with Et2O, dry and concentrate. Purify the residue by chromatography on silica gel (5% EtOAc in hexane) to obtain 35 g (165 mmol, 51%) 2-(2-naphthyl)vinyl acetate. Starting materials: C(C#CC)O (2-butyn-1-ol), [H-].[Na+] (sodium hydride), [Cl-].[NH4+] (ammonium chloride), ClC1=NC=NC(=C1)C(C)C1=CC(=CC=C1)F (4-chloro-6-(1-(3-fluorophenyl)ethyl)pyrimidine). The solvent is O1CCCC1 (tetrahydrofuran), O1CCCC1 (tetrahydrofuran), O1CCCC1 (tetrahydrofuran). Product: C(C#CC)OC1=NC=NC(=C1)C(C)C1=CC(=CC=C1)F (4-(2-butynyloxy)-6-(1-(3-fluorophenyl)ethyl)pyrimidine). Isolated yield 91.9%. As a reaction SMILES: [H-].[Na+].[CH2:3]([OH:7])[C:4]#[C:5][CH3:6].Cl[C:9]1[CH:14]=[C:13]([CH:15]([C:17]2[CH:22]=[CH:21][CH:20]=[C:19]([F:23])[CH:18]=2)[CH3:16])[N:12]=[CH:11][N:10]=1.[Cl-].[NH4+]>O1CCCC1>[CH2:3]([O:7][C:9]1[CH:14]=[C:13]([CH:15]([C:17]2[CH:22]=[CH:21][CH:20]=[C:19]([F:23])[CH:18]=2)[CH3:16])[N:12]=[CH:11][N:10]=1)[C:4]#[C:5][CH3:6] |f:0.1,4.5|. Procedure details: In 2 ml of tetrahydrofuran was suspended 0.05 g of sodium hydride (60% in oil), to which 0.6 ml of a tetrahydrofuran solution containing 0.07 g of 2-butyn-1-ol was slowly added dropwise with stirring at room temperature. The mixture was stirred at room temperature for 20 minutes, to which 0.6 ml of a tetrahydrofuran solution containing 0.2 g of 4-chloro-6-(1-(3-fluorophenyl)ethyl)pyrimidine was slowly added dropwise at room temperature, followed by stirring for 4 hours. The reaction mixture was ...